From a dataset of the Open Reaction Database (ORD), a public repository of structured organic reaction records. describe an organic reaction: reactants, conditions, products, and yield Solvent: CO (methanol). Reactants: O1[C@H]2[C@@H]1C[C@@H]1CC[C@H]3[C@@H]4CC=C(C(C)=O)[C@]4(CC[C@@H]3[C@]1(C2)C)C (2α,3α-Epoxy-5α-pregn-16-en-20-one), S(O)(O)(=O)=O (sulphuric acid), C([O-])(O)=O.[K+] (potassium bicarbonate), O (water). Yields the product O[C@H]1C[C@@H]2CC[C@H]3[C@@H]4CC=C(C(C)=O)[C@]4(CC[C@@H]3[C@]2(C[C@@H]1OC)C)C (3α-Hydroxy-2β-methoxy-5α-pregn-16-en-20-one). Conditions: time 10 minute. Reported procedure: 2α,3α-Epoxy-5α-pregn-16-en-20-one (500 mg.) in methanol (30 ml.) was treated with concentrated sulphuric acid (0.1 ml.). The reaction solution was stirred at room temperature for 10 minutes, and then potassium bicarbonate solution (10%, 6 ml.) and water were added and the precipitate was extracted into chloroform. The chloroform solution was evaporated to an oil which was purified by preparative TLC in ethyl acetate/petrol (1/2), to give, as the major product title compound (255 mg) as colourles... RXN SMILES: [O:1]1[C@H:3]2[CH2:4][C@H:5]3[C@:20]([CH3:22])([CH2:21][C@@H:2]12)[C@@H:19]1[C@H:8]([C@H:9]2[C@:16]([CH3:23])([CH2:17][CH2:18]1)[C:12]([C:13](=[O:15])[CH3:14])=[CH:11][CH2:10]2)[CH2:7][CH2:6]3.S(=O)(=O)(O)O.[C:29](=O)(O)[O-:30].[K+].O>CO>[OH:1][C@@H:3]1[C@@H:2]([O:30][CH3:29])[CH2:21][C@@:20]2([CH3:22])[C@@H:5]([CH2:6][CH2:7][C@@H:8]3[C@@H:19]2[CH2:18][CH2:17][C@@:16]2([CH3:23])[C@H:9]3[CH2:10][CH:11]=[C:12]2[C:13](=[O:15])[CH3:14])[CH2:4]1 |f:2.3|.